Dataset: the Open Reaction Database (ORD), a public repository of structured organic reaction records. Task: describe an organic reaction: reactants, conditions, products, and yield The product is NCC=1C(=NC(=NC1C1=C(C=C(C=C1)Cl)Cl)C1=CC(=CC=C1)C(F)(F)F)N (5-Aminomethyl-6-(2,4-dichloro-phenyl)-2-(3-trifluoromethyl-phenyl)-pyrimidin-4-ylamine). RXN SMILES: [F:1][C:2]([F:13])([F:12])[C:3]1[CH:4]=[C:5]([CH:9]=[CH:10][CH:11]=1)[C:6]([NH2:8])=[NH:7].[Cl:14][C:15]1[CH:26]=[C:25]([Cl:27])[CH:24]=[CH:23][C:16]=1[CH:17]=[C:18]([C:21]#[N:22])[C:19]#[N:20]>>[NH2:22][CH2:21][C:18]1[C:19]([NH2:20])=[N:7][C:6]([C:5]2[CH:9]=[CH:10][CH:11]=[C:3]([C:2]([F:12])([F:13])[F:1])[CH:4]=2)=[N:8][C:17]=1[C:16]1[CH:23]=[CH:24][C:25]([Cl:27])=[CH:26][C:15]=1[Cl:14]. Procedure details: The title compound, MS: m/e=412.9 (M+H+), was prepared from 3-trifluoromethyl-benzamidine and 2-(2,4-dichloro-benzylidene)-malononitrile in analogy to the process described in Example 11 as a solid. Reactants: FC(C=1C=C(C(=N)N)C=CC1)(F)F (3-trifluoromethyl-benzamidine), ClC1=C(C=C(C#N)C#N)C=CC(=C1)Cl (2-(2,4-dichloro-benzylidene)-malononitrile). Starting materials: N1C=CC2=CC=CC=C12 (indole), ClC1=CC(=NC=N1)Cl (dichloropyrimidine). The product is N1=CN=CC=C1.N1C=CC2=CC=CC=C12 (indole pyrimidine). As a reaction SMILES: [NH:1]1[C:9]2[C:4](=[CH:5][CH:6]=[CH:7][CH:8]=2)[CH:3]=[CH:2]1.Cl[C:11]1[N:16]=[CH:15][N:14]=[C:13](Cl)[CH:12]=1>>[N:14]1[CH:13]=[CH:12][CH:11]=[N:16][CH:15]=1.[NH:1]1[C:9]2[C:4](=[CH:5][CH:6]=[CH:7][CH:8]=2)[CH:3]=[CH:2]1 |f:2.3|. Reported procedure: In step 2, indole c is reacted with dichloropyrimidine d to yield indole pyrimidine compound e. The reaction of step 2 may be effected in the presence of HOBt and potassium carbonate under polar solvent conditions. Reactants: C(C1=CC=CC=C1)(C1=CC=CC=C1)(C1=CC=CC=C1)NC=1SC=C(N1)/C(/C(=O)O)=N/OC(C1=CSC=C1)C(=O)OC(C1=CC=CC=C1)C1=CC=CC=C1 ((Z)-2-(2-tritylamino-4-thiazolyl)-2-[(diphenylmethyloxycarbonyl)(3-thienyl)methyl]oxyiminoacetic acid), O=P12OP3(=O)OP(=O)(O1)OP(=O)(O2)O3 (phosphorus pentoxide), Cl (hydrochloric acid), NC1[C@@H]2N(C(=C(CS2)CCl)C(=O)OCC2=CC=C(C=C2)OC)C1=O (4-methoxybenzyl 7-amino-3-chloromethyl-3-cephem-4-carboxylate), N1=CC=CC=C1 (pyridine). Run in ClCCl (dichloromethane), O (Water), ClCCl (dichloromethane). Conditions: temperature -40 celsius, time 30 minute. Product: C(C1=CC=CC=C1)(C1=CC=CC=C1)(C1=CC=CC=C1)NC=1SC=C(N1)/C(/C(=O)N[C@H]1[C@@H]2N(C(=C(CS2)CCl)C(=O)OCC2=CC=C(C=C2)OC)C1=O)=N/OC(C1=CSC=C1)C(=O)OC(C1=CC=CC=C1)C1=CC=CC=C1 ((4-methoxybenzyl) 7β-[(Z)-2-(2-tritylamino-4-thiazolyl)-2-[[(R S)-(diphenylmethyloxycarbonyl)(3-thienyl)methoxy]imino]acetamido]-3-cloromethyl-3-cephem-4-carboxylate). Yield: 93.4%. As a reaction SMILES: [C:1]([NH:20][C:21]1[S:22][CH:23]=[C:24](/[C:26](=[N:30]/[O:31][CH:32]([C:38]([O:40][CH:41]([C:48]2[CH:53]=[CH:52][CH:51]=[CH:50][CH:49]=2)[C:42]2[CH:47]=[CH:46][CH:45]=[CH:44][CH:43]=2)=[O:39])[C:33]2[CH:37]=[CH:36][S:35][CH:34]=2)/[C:27](O)=[O:28])[N:25]=1)([C:14]1[CH:19]=[CH:18][CH:17]=[CH:16][CH:15]=1)([C:8]1[CH:13]=[CH:12][CH:11]=[CH:10][CH:9]=1)[C:2]1[CH:7]=[CH:6][CH:5]=[CH:4][CH:3]=1.O=P12OP3(OP(OP(O3)(O1)=O)(=O)O2)=O.[NH2:68][CH:69]1[C:90](=[O:91])[N:71]2[C:72]([C:78]([O:80][CH2:81][C:82]3[CH:87]=[CH:86][C:85]([O:88][CH3:89])=[CH:84][CH:83]=3)=[O:79])=[C:73]([CH2:76][Cl:77])[CH2:74][S:75][C@H:70]12.N1C=CC=CC=1.Cl>ClCCl.O>[C:1]([NH:20][C:21]1[S:22][CH:23]=[C:24](/[C:26](=[N:30]/[O:31][CH:32]([C:38]([O:40][CH:41]([C:42]2[CH:47]=[CH:46][CH:45]=[CH:44][CH:43]=2)[C:48]2[CH:53]=[CH:52][CH:51]=[CH:50][CH:49]=2)=[O:39])[C:33]2[CH:37]=[CH:36][S:35][CH:34]=2)/[C:27]([NH:68][C@@H:69]2[C:90](=[O:91])[N:71]3[C:72]([C:78]([O:80][CH2:81][C:82]4[CH:87]=[CH:86][C:85]([O:88][CH3:89])=[CH:84][CH:83]=4)=[O:79])=[C:73]([CH2:76][Cl:77])[CH2:74][S:75][C@H:70]23)=[O:28])[N:25]=1)([C:2]1[CH:3]=[CH:4][CH:5]=[CH:6][CH:7]=1)([C:8]1[CH:9]=[CH:10][CH:11]=[CH:12][CH:13]=1)[C:14]1[CH:19]=[CH:18][CH:17]=[CH:16][CH:15]=1. Procedure details: (Z)-2-(2-tritylamino-4-thiazolyl)-2-[(diphenylmethyloxycarbonyl)(3-thienyl)methyl]oxyiminoacetic acid (1.90 g, 2.58 mmol) and phosphorus pentoxide (0.564 g, 2.71 mmol) were added to dichloromethane (11 ml) under ice-cooling, and then the resulting mixture was stirred for 30 min. Thus obtained solution was added at -60° C. to the solution of 4-methoxybenzyl 7-amino-3-chloromethyl-3-cephem-4-carboxylate (1.046 g, 2.58 mmol) and pyridine (1.04 ml, 12.9 mmol) in dichloromethane (30 ml) at -40° C. Th... Starting materials: BrC=1C=C2C(=NC1)C(C1=C(CC2)C=C(C=C1)Cl)N1CCN(CC1)C(CC1CCNCC1)=O (1-(3-Bromo-8-chloro-6,11-dihydro-5 H-benzo[5,6]-cyclohepta[1,2-b] pyridin-11-yl)-4-[(4-piperidinyl)acetyl]-piperazine), BrC=1C=C2C(=NC1)C(C1=C(CC2)C=C(C=C1)Cl)N1CCN(CC1)C(CC1CCNCC1)=O (1-(3-Bromo-8-chloro-6,11-dihydro-5 H-benzo[5,6]-cyclohepta[1,2-b] pyridin-11-yl)-4-[(4-piperidinyl)acetyl]-piperazine), C1=CC=C(C=C1)OC(=NC#N)OC2=CC=CC=C2 (diphenylcyanocarbon-imidate). Run in CC(C)O (2-propanol). Conditions: temperature 80 celsius. Yields the product BrC=1C=C2C(=NC1)C(C1=C(CC2)C=C(C=C1)Cl)N1CCN(CC1)C(CC1CCN(CC1)C(OC1=CC=CC=C1)=NC#N)=O (PHENYL 4-[2-[4-(3-BROMO-8-CHLORO-6,11-DIHYDRO-5H-BENZO[5,6]CYCLOHEPTA[1,2-b]PYRIDIN-11-YL]-1-PIPERAZINYL]-2-OXOETHYL]-N-CYANO-1-PIPERIDINE-CARBOXIMIDATE). Isolated yield 87.4%. RXN SMILES: [Br:1][C:2]1[CH:3]=[C:4]2[CH2:12][CH2:11][C:10]3[CH:13]=[C:14]([Cl:17])[CH:15]=[CH:16][C:9]=3[CH:8]([N:18]3[CH2:23][CH2:22][N:21]([C:24](=[O:32])[CH2:25][CH:26]4[CH2:31][CH2:30][NH:29][CH2:28][CH2:27]4)[CH2:20][CH2:19]3)[C:5]2=[N:6][CH:7]=1.[CH:33]1[CH:38]=[CH:37][C:36]([O:39][C:40](OC2C=CC=CC=2)=[N:41][C:42]#[N:43])=[CH:35][CH:34]=1>CC(O)C>[Br:1][C:2]1[CH:3]=[C:4]2[CH2:12][CH2:11][C:10]3[CH:13]=[C:14]([Cl:17])[CH:15]=[CH:16][C:9]=3[CH:8]([N:18]3[CH2:19][CH2:20][N:21]([C:24](=[O:32])[CH2:25][CH:26]4[CH2:31][CH2:30][N:29]([C:40](=[N:41][C:42]#[N:43])[O:39][C:36]5[CH:37]=[CH:38][CH:33]=[CH:34][CH:35]=5)[CH2:28][CH2:27]4)[CH2:22][CH2:23]3)[C:5]2=[N:6][CH:7]=1. Procedure: 1-(3-Bromo-8-chloro-6,11-dihydro-5 H-benzo[5,6]-cyclohepta[1,2-b] pyridin-11-yl)-4-[(4-piperidinyl)acetyl]-piperazine (Formula 47.0) (prepared as described in Preparative Example 11) (2.5 g) (1 equivalent) and diphenylcyanocarbon-imidate (1.38 g) (1.2 equivalents) were dissolved in 2-propanol (65 ml) and the solution was heated at 80° C. under reflux and under nitrogen for 24 h. The mixture was evaporated to dryness and the product was chromatographed on a silica gel column (60×2.5 cm) using nea... Starting materials: COC(CC(C)=O)=O (3-oxo-butyric acid methyl ester), R3—(CH2)m—NH2, C1(CCCCC1)N (cyclohexylamine), BrCC(=O)C1=C(C=CC(=C1)F)OC (2-bromo-1-(5-fluoro-2-methoxy-phenyl)-ethanone), C(CC1=CC=CC=C1)N (phenethylamine). The product is C1(CCCCC1)NC(=O)C1=C(N(C(=C1)C1=C(C=CC(=C1)F)OC)CCC1=CC=CC=C1)C (5-(5-Fluoro-2-methoxy-phenyl)-2-methyl-1-phenethyl-1H-pyrrole-3-carboxylic acid cyclohexylamide). Reaction SMILES: C[O:2][C:3](=O)[CH2:4][C:5](=O)[CH3:6].Br[CH2:10][C:11]([C:13]1[CH:18]=[C:17]([F:19])[CH:16]=[CH:15][C:14]=1[O:20][CH3:21])=O.[CH2:22]([NH2:30])[CH2:23][C:24]1[CH:29]=[CH:28][CH:27]=[CH:26][CH:25]=1.[CH:31]1([NH2:37])[CH2:36][CH2:35][CH2:34][CH2:33][CH2:32]1>>[CH:31]1([NH:37][C:3]([C:4]2[CH:10]=[C:11]([C:13]3[CH:18]=[C:17]([F:19])[CH:16]=[CH:15][C:14]=3[O:20][CH3:21])[N:30]([CH2:22][CH2:23][C:24]3[CH:29]=[CH:28][CH:27]=[CH:26][CH:25]=3)[C:5]=2[CH3:6])=[O:2])[CH2:36][CH2:35][CH2:34][CH2:33][CH2:32]1. Reported procedure: The title compound was synthesized in analogy to Example 68, using 3-oxo-butyric acid methyl ester as compound of formula R, 2-bromo-1-(5-fluoro-2-methoxy-phenyl)-ethanone as compound of formula S, phenethylamine as R3—(CH2)m—NH2 and cyclohexylamine as R1R2NH, MS (ISP) 435.5 (M+H)+. The reactants are Cl (hydrochloric acid), [Cl-].[Al+3].[Cl-].[Cl-] (Aluminum chloride), C(C)C1=CC=C(C(=O)Cl)C=C1 (4-ethylbenzoylchloride), BrC=1SC=CC1 (2-bromothiophene). The solvent is ClCCl (dichloromethane). Conditions: time 4 hour. Product: BrC1=CC=C(S1)C(=O)C1=CC=C(C=C1)CC ((5-bromo-2-thienyl)(4-ethylphenyl) methanone). RXN SMILES: [Cl-].[Al+3].[Cl-].[Cl-].[CH2:5]([C:7]1[CH:15]=[CH:14][C:10]([C:11](Cl)=[O:12])=[CH:9][CH:8]=1)[CH3:6].[Br:16][C:17]1[S:18][CH:19]=[CH:20][CH:21]=1.Cl>ClCCl>[Br:16][C:17]1[S:18][C:19]([C:11]([C:10]2[CH:14]=[CH:15][C:7]([CH2:5][CH3:6])=[CH:8][CH:9]=2)=[O:12])=[CH:20][CH:21]=1 |f:0.1.2.3|. Reported procedure: Aluminum chloride (8.9 g) and 4-ethylbenzoylchloride (5.96 g) were added to a solution of 2-bromothiophene (3.2 ml) in dichloromethane (50 ml) at 0° C., and the mixture was stirred for four hours at room temperature. 10% hydrochloric acid was added to the reaction mixture, and extracted with ethyl acetate. The organic layer was washed with water and saturated saline solution in order and dried over anhydrous sodium sulfate. After filtration, the solvent was evaporated from the filtrate under red... Starting materials: C[Si](C)(C)NC1=NC=C(C=C1)Br (2-Trimethylsilylamino-5-bromopyridine), C[Si](C)(C)C#C (trimethylsilylacetylene), C(C)OCC (Diethyl ether), [NH4+].[Cl-] (NH4Cl). The reagents and catalysts are [Cl-].C(CCC)[N+](CCCC)(CCCC)CCCC (Tetrabutylammonium chloride), Cl[Pd]([P](C1=CC=CC=C1)(C2=CC=CC=C2)C3=CC=CC=C3)([P](C4=CC=CC=C4)(C5=CC=CC=C5)C6=CC=CC=C6)Cl (bis(triphenylphosphine)palladium(II) chloride). The solvent is C1CCOC1 (THF), N1CCCCC1 (piperidine). Conditions: time 8 hour. Yields the product NC1=NC=C(C=C1)C#C (2-Amino-5-ethynylpyridine). Yield: 6.0%. As a reaction SMILES: C[Si]([NH:5][C:6]1[CH:11]=[CH:10][C:9](Br)=[CH:8][N:7]=1)(C)C.C[Si]([C:17]#[CH:18])(C)C.C(OCC)C.[NH4+].[Cl-]>N1CCCCC1.[Cl-].C([N+](CCCC)(CCCC)CCCC)CCC.Cl[Pd](Cl)([P](C1C=CC=CC=1)(C1C=CC=CC=1)C1C=CC=CC=1)[P](C1C=CC=CC=1)(C1C=CC=CC=1)C1C=CC=CC=1.C1COCC1>[NH2:5][C:6]1[CH:11]=[CH:10][C:9]([C:17]#[CH:18])=[CH:8][N:7]=1 |f:3.4,6.7,^1:52,71|. Procedure details: 2-Amino-5-bromopyridine (8.65 g, 50.0 mmole) and bis-trimethyl-silylacetamide (36.76 mL, 150.0 mmole) was stirred at 100° C. overnight. The mixture was purified by distillation to give 10.41 g (85%) of the protected amine. 2-Trimethylsilylamino-5-bromopyridine (4.90 g, 20.0 mmole), bis(triphenylphosphine)palladium(II) chloride (0.70 g, 1.00 mmole) and trimethylsilylacetylene (5.65mL, 40.0 mmole) in piperidine (2 mL) was stirred under nitrogen at 80° C. overnight. Diethyl ether and NH4Cl (aq) was... The reactants are P(Br)(Br)Br (phosphorus tribromide), ClC1=C(C(=NN1C)C(F)F)CO ((5-chloro-3-difluoromethyl-1-methyl-1H-pyrazol-4-yl)-methanol), ice water. The solvent is C(C)OCC (diethyl ether). Reaction conditions: temperature -10 celsius, time 8 hour. Product: BrCC=1C(=NN(C1Cl)C)C(F)F (4-bromomethyl-5-chloro-3-difluoromethyl-1-methyl-1H-pyrazole). Isolated yield 286.3%. As a reaction SMILES: [Cl:1][C:2]1[N:6]([CH3:7])[N:5]=[C:4]([CH:8]([F:10])[F:9])[C:3]=1[CH2:11]O.P(Br)(Br)[Br:14]>C(OCC)C>[Br:14][CH2:11][C:3]1[C:4]([CH:8]([F:10])[F:9])=[N:5][N:6]([CH3:7])[C:2]=1[Cl:1]. Procedure details: A solution of 2.0 g (10.0 mmoles) of (5-chloro-3-difluoromethyl-1-methyl-1H-pyrazol-4-yl)-methanol dissolved in 50 ml of diethyl ether was cooled to −10° C. Thereto was added 1.0 g (3.5 mmoles) of phosphorus tribromide. The mixture was stirred at room temperature overnight to give rise to a reaction. After the completion of the reaction, the reaction mixture was poured into ice water, followed by extraction with diethyl ether. The resulting organic layer was washed with an aqueous sodium chlorid... The reactants are CC(=O)O, COC(=O)C(Cc1ccc(Oc2ccc(Cl)cc2)cc1)NC(=O)OC(C)(C)C, CC(C)C[AlH]CC(C)C, Cc1ccccc1. The product is CC(C)(C)OC(=O)NC(C=O)Cc1ccc(Oc2ccc(Cl)cc2)cc1. RXN SMILES: [C:38]([OH:39])(=[O:40])[CH3:41].[CH3:1][O:2][C:3]([CH:4]([CH2:5][c:6]1[cH:7][cH:8][c:9]([O:12][c:13]2[cH:14][cH:15][c:16]([Cl:19])[cH:17][cH:18]2)[cH:10][cH:11]1)[NH:20][C:21](=[O:22])[O:23][C:24]([CH3:25])([CH3:26])[CH3:27])=[O:28].[CH3:29][CH:30]([CH2:31][AlH:32][CH2:33][CH:34]([CH3:35])[CH3:36])[CH3:37].[CH3:42][c:43]1[cH:44][cH:45][cH:46][cH:47][cH:48]1>>[O:2]=[CH:3][CH:4]([CH2:5][c:6]1[cH:7][cH:8][c:9]([O:12][c:13]2[cH:14][cH:15][c:16]([Cl:19])[cH:17][cH:18]2)[cH:10][cH:11]1)[NH:20][C:21](=[O:22])[O:23][C:24]([CH3:25])([CH3:26])[CH3:27].